From a dataset of the Open Reaction Database (ORD), a public repository of structured organic reaction records. describe an organic reaction: reactants, conditions, products, and yield The reactants are O1C2=C(OCCC1)C=C(C=C2)C(O)C2=CC(=CC(=C2)OC)OC ((3,4-dihydro-2H-benzo[b][1,4]dioxepin-7-yl)-(3,5-dimethoxy-phenyl)-methanol). The reagents and catalysts are O=[Mn]=O (MnO2), O=[Mn]=O (MnO2). Solvent: C(Cl)Cl (methylene chloride). Reaction conditions: time 4 hour. Yields the product O1C2=C(OCCC1)C=C(C=C2)C(=O)C2=CC(=CC(=C2)OC)OC ((3,4-dihydro-2H-benzo[b][1,4]dioxepin-7-yl)-(3,5-dimethoxy-phenyl) -methanone). Yield: 72.6%. RXN SMILES: [O:1]1[CH2:7][CH2:6][CH2:5][O:4][C:3]2[CH:8]=[C:9]([CH:12]([C:14]3[CH:19]=[C:18]([O:20][CH3:21])[CH:17]=[C:16]([O:22][CH3:23])[CH:15]=3)[OH:13])[CH:10]=[CH:11][C:2]1=2>C(Cl)Cl.O=[Mn]=O>[O:1]1[CH2:7][CH2:6][CH2:5][O:4][C:3]2[CH:8]=[C:9]([C:12]([C:14]3[CH:15]=[C:16]([O:22][CH3:23])[CH:17]=[C:18]([O:20][CH3:21])[CH:19]=3)=[O:13])[CH:10]=[CH:11][C:2]1=2. Procedure: A mixture of (3,4-dihydro-2H-benzo[b][1,4]dioxepin-7-yl)-(3,5-dimethoxy-phenyl)-methanol (1.8 g, 5.7 mmol) and MnO2 (2.6 g, 30 mmol) in methylene chloride (40 mL) was stirred at room temperature for 4 h. More MnO2 (1.3 g) was added and kept for overnight. The suspension was filtered thru a pad of Celite. Removal of solvent gave (3,4-dihydro-2H-benzo[b][1,4]dioxepin-7-yl)-(3,5-dimethoxy-phenyl) -methanone as an oil (1.3 g, 72% yield): 1H NMR (CDCl3) δ 2.22-2.28 (m, 2H, CH2), 3.82 (s, 6H, 2CH3), 4... The reactants are COC(C1=CC=C(C=C1)C=O)=O (4-formyl-benzoic acid methyl ester), C(CCCC)[Mg]Cl (n-pentylmagnesium chloride). Yields the product COC(C1=CC=C(C=C1)C(CCCCC)O)=O (Racemic 4-(1-Hydroxy-hexyl)-benzoic acid methyl ester). RXN SMILES: [CH3:1][O:2][C:3](=[O:12])[C:4]1[CH:9]=[CH:8][C:7]([CH:10]=[O:11])=[CH:6][CH:5]=1.[CH2:13]([Mg]Cl)[CH2:14][CH2:15][CH2:16][CH3:17]>>[CH3:1][O:2][C:3](=[O:12])[C:4]1[CH:9]=[CH:8][C:7]([CH:10]([OH:11])[CH2:13][CH2:14][CH2:15][CH2:16][CH3:17])=[CH:6][CH:5]=1. Reported procedure: This compound is made from 4-formyl-benzoic acid methyl ester and n-pentylmagnesium chloride following the general method exemplified in Preparation 1. Starting materials: CNC (dimethylamine), F[B-](F)(F)F.N1(N=NC2=C1C=CC=C2)OC(=[N+](C)C)N(C)C (2-(1H-Benzotriazol-1-yl)-1,1,3,3-tetramethyluronium tetrafluoroborate), C(C1=CC=CC=C1)(=O)O.N1=CNC2=C1C=CC(=C2)C(=O)N2[C@@H]1CC3=C([C@](CC2)([C@@H]1C)C)C=C(C=C3)C(=O)O ((2R,6R,11S)-3-(3H-benzoimidazole-5-carbonyl)-6,11-dimethyl-1,2,3,4,5,6-hexahydro-2,6-methano-benzo[d]azocine-8-carboxylic acid benzoic acid), C(C)N(C(C)C)C(C)C (ethyldiisopropylamin). Run in CN(C=O)C (dimethylformamide). Run at time 8 hour. The product is CN(C(=O)C1=CC2=C(C[C@H]3N(CC[C@@]2([C@@H]3C)C)C(=O)C3=CC2=C(N=CN2)C=C3)C=C1)C ((2R,6R,11S)-3-(3H-Benzoimidazole-5-carbonyl)-6,11-dimethyl-1,2,3,4,5,6-hexahydro-2,6-methano-benzo[d]azocine-8-carboxylic acid dimethylamide). As a reaction SMILES: F[B-](F)(F)F.N1(O[C:16](N(C)C)=[N+:17](C)[CH3:18])C2C=CC=CC=2N=N1.C(O)(=O)C1C=CC=CC=1.[N:32]1[C:36]2[CH:37]=[CH:38][C:39]([C:41]([N:43]3[CH2:50][CH2:49][C@:48]4([CH3:53])[C@H:51]([CH3:52])[C@H:44]3[CH2:45][C:46]3[CH:57]=[CH:56][C:55]([C:58]([OH:60])=O)=[CH:54][C:47]=34)=[O:42])=[CH:40][C:35]=2[NH:34][CH:33]=1.C(N(C(C)C)C(C)C)C.CNC>CN(C)C=O>[CH3:16][N:17]([CH3:18])[C:58]([C:55]1[CH:56]=[CH:57][C:46]2[CH2:45][C@@H:44]3[C@@H:51]([CH3:52])[C@:48]([CH3:53])([C:47]=2[CH:54]=1)[CH2:49][CH2:50][N:43]3[C:41]([C:39]1[CH:38]=[CH:37][C:36]2[N:32]=[CH:33][NH:34][C:35]=2[CH:40]=1)=[O:42])=[O:60] |f:0.1,2.3|. Procedure details: 2-(1H-Benzotriazol-1-yl)-1,1,3,3-tetramethyluronium tetrafluoroborate (90 mg) is added to a solution of (2R,6R,11S)-3-(3H-benzoimidazole-5-carbonyl)-6,11-dimethyl-1,2,3,4,5,6-hexahydro-2,6-methano-benzo[d]azocine-8-carboxylic acid benzoic acid (0.10 g) and ethyldiisopropylamin (53 μL) in dimethylformamide (2 mL). The resulting solution is stirred at ambient temperature for 20 min before dimethylamine (40% in H2O, 60 μL) is added. The solution is stirred overnight. The mixture is concentrated und... Starting materials: [Na] (sodium), COC(=O)[C@@H]1OC(O[C@H]1C(=O)OC)(C1=CC2=CC=C(C(=C2C=C1)Br)OC)C(C)Br (2-(1-bromoethyl)-2-(5-bromo-6-methoxy-2-naphthyl)-1,3- dioxolane-4(R),5(R)-dicarboxylic acid dimethyl ester). Reported procedure: A solution of sodium hydroxyde (5.32 g, 0.133 mol) in water (70 ml) was added dropwise in 1 hour, under stirring, to a solution of the diastereoisomer 3 (35.4 g, 0.0665 mol) in methanol (250 ml) at 20° C. The reaction mixture was kept at 20° C. for 2 hours; then methanol was removed under reduced pressure mantaining the initial volume of the solution by addition of water. The aqueous solution, so obtained, was extracted with dichloromethane, acidified with conc HCl to pH 1, and extracted with di... Reaction SMILES: [Na].C[O:3][C:4]([C@H:6]1[C@H:10]([C:11]([O:13]C)=[O:12])[O:9][C:8]([CH:28]([Br:30])[CH3:29])([C:15]2[CH:24]=[CH:23][C:22]3[C:17](=[CH:18][CH:19]=[C:20]([O:26][CH3:27])[C:21]=3[Br:25])[CH:16]=2)[O:7]1)=[O:5]>O.CO>[Br:30][C@H:28]([C:8]1([C:15]2[CH:24]=[CH:23][C:22]3[C:17](=[CH:18][CH:19]=[C:20]([O:26][CH3:27])[C:21]=3[Br:25])[CH:16]=2)[O:9][C@@H:10]([C:11]([OH:13])=[O:12])[C@H:6]([C:4]([OH:5])=[O:3])[O:7]1)[CH3:29] |^1:0|. Run at time 2 hour. Solvent: O (water), CO (methanol). The product is Br[C@@H](C)C1(O[C@H]([C@@H](O1)C(=O)O)C(=O)O)C1=CC2=CC=C(C(=C2C=C1)Br)OC (2-(1(S)-bromoethyl)-2-(5-bromo-6-methoxy-2-naphthyl)-1,3-dioxolane-4(R),5(R)-dicarboxylic acid). Reactants: CC(C)(C)c1ccc(C(=O)Cl)cc1, Nc1nccnc1C(=O)Nc1ccc(Cl)cn1, c1ccncc1. Yields the product CC(C)(C)c1ccc(C(=O)Nc2nccnc2C(=O)Nc2ccc(Cl)cn2)cc1. As a reaction SMILES: [C:18]([CH3:19])([CH3:20])([CH3:21])[c:22]1[cH:23][cH:24][c:25]([C:26](=[O:27])[Cl:28])[cH:29][cH:30]1.[NH2:1][c:2]1[c:3]([C:8](=[O:9])[NH:10][c:11]2[n:12][cH:13][c:14]([Cl:17])[cH:15][cH:16]2)[n:4][cH:5][cH:6][n:7]1.[cH:31]1[cH:32][cH:33][n:34][cH:35][cH:36]1>>[NH:1]([c:2]1[c:3]([C:8](=[O:9])[NH:10][c:11]2[n:12][cH:13][c:14]([Cl:17])[cH:15][cH:16]2)[n:4][cH:5][cH:6][n:7]1)[C:26]([c:25]1[cH:24][cH:23][c:22]([C:18]([CH3:19])([CH3:20])[CH3:21])[cH:30][cH:29]1)=[O:27]. Reactants: ClCCSC1=CC=CC=2N1C=CN2 (5-(2-chloroethylthio)-imidazo[1,2-a]pyridine), S1C(NC(C1)=O)=O (thiazolidine-2,4-dione), 1,8-diazabicyclo-[5.4.0]-7-undecene. The product is N=1C=CN2C1C=CC=C2SCCN2C(SCC2=O)=O (3-[2-(imidazo[1,2-a]pyridin-5-ylthio)ethyl]-thiazolidine-2,4-dione). As a reaction SMILES: Cl[CH2:2][CH2:3][S:4][C:5]1[N:10]2[CH:11]=[CH:12][N:13]=[C:9]2[CH:8]=[CH:7][CH:6]=1.[S:14]1[CH2:18][C:17](=[O:19])[NH:16][C:15]1=[O:20]>>[N:13]1[CH:12]=[CH:11][N:10]2[C:5]([S:4][CH2:3][CH2:2][N:16]3[C:17](=[O:19])[CH2:18][S:14][C:15]3=[O:20])=[CH:6][CH:7]=[CH:8][C:9]=12. Procedure: Using 2.29 g (10.8 mmol) of 5-(2-chloroethylthio)-imidazo[1,2-a]pyridine, 1.27 g (10.8 mmol) of thiazolidine-2,4-dione and 1.62 ml (10.8 mmol) of 1,8-diazabicyclo-[5.4.0]-7-undecene, the same procedure as in Reference Example 2 was followed, to yield 1.49 g (38.7%, light orange crystal) of the desired product. Starting materials: BrCC1=CC=2N=C(N=C(C2S1)N1CCOCC1)Cl (6-bromomethyl-2-chloro-4-morpholin-4-yl-thieno[3,2-d]pyrimidine), CN(C(C(C)(C)N1CCNCC1)=O)C (N,N-dimethyl-2-piperazin-1-yl-isobutyramide), C([O-])([O-])=O.[Cs+].[Cs+] (cesium carbonate), O (water). Run in CN(C)C=O (DMF). Run at time 17 hour. Product: ClC=1N=C(C2=C(N1)C=C(S2)CN2CCN(CC2)C(C(=O)N(C)C)(C)C)N2CCOCC2 (2-[4-(2-Chloro-4-morpholin-4-yl-thieno[3,2-d]pyrimidin-6-ylmethyl)-piperazin-1-yl]-N,N-dimethyl-isobutyramide). Yield: 66.8%. Reaction SMILES: Br[CH2:2][C:3]1[S:11][C:10]2[C:9]([N:12]3[CH2:17][CH2:16][O:15][CH2:14][CH2:13]3)=[N:8][C:7]([Cl:18])=[N:6][C:5]=2[CH:4]=1.[CH3:19][N:20]([CH3:32])[C:21](=[O:31])[C:22]([N:25]1[CH2:30][CH2:29][NH:28][CH2:27][CH2:26]1)([CH3:24])[CH3:23].C(=O)([O-])[O-].[Cs+].[Cs+].O>CN(C=O)C>[Cl:18][C:7]1[N:8]=[C:9]([N:12]2[CH2:17][CH2:16][O:15][CH2:14][CH2:13]2)[C:10]2[S:11][C:3]([CH2:2][N:28]3[CH2:27][CH2:26][N:25]([C:22]([CH3:24])([CH3:23])[C:21]([N:20]([CH3:32])[CH3:19])=[O:31])[CH2:30][CH2:29]3)=[CH:4][C:5]=2[N:6]=1 |f:2.3.4|. Procedure: To a solution of 6-bromomethyl-2-chloro-4-morpholin-4-yl-thieno[3,2-d]pyrimidine (146 mg, 0.42 mmol) in DMF (5 mL) were added N,N-dimethyl-2-piperazin-1-yl-isobutyramide (100 mg, 0.50 mmol), cesium carbonate (273 mg, 0.837 mmol) and water (23 μL, 1.26 mmol). The resulting mixture was stirred at RT for 17 h. The reaction mixture was loaded directly onto an Isolute® SCX-2 cartridge, washed with MeOH, then eluted with 2 M NH3 in MeOH. The resulting residue was purified by column chromatography to g... Reactants: COC([C@H]([C@@H](CC1=CC=CC=C1)O)O)=O ((2S,3R)-methyl-2,3-dihydroxy-4-phenylbutanoate), O[C@@H](C(=O)OC)[C@H](CC1=CC=CC=C1)O ((2R,3S)-methyl 2,3-dihydroxy-4-phenylbutanoate). The product is COC(=O)[C@H]1OC(O[C@@H]1CC1=CC=CC=C1)(CC)CC ((4S,5R)-methyl-5-benzyl-2,2-diethyl-1,3-dioxolane-4-carboxylate). The yield is 50.0%. RXN SMILES: [CH3:1][O:2][C:3](=[O:15])[C@@H:4]([OH:14])[C@H:5]([OH:13])[CH2:6][C:7]1[CH:12]=[CH:11][CH:10]=[CH:9][CH:8]=1.O[C@H:17]([C@@H:22](O)[CH2:23][C:24]1C=CC=CC=1)[C:18](OC)=O>>[CH3:1][O:2][C:3]([C@@H:4]1[C@@H:5]([CH2:6][C:7]2[CH:12]=[CH:11][CH:10]=[CH:9][CH:8]=2)[O:13][C:22]([CH2:23][CH3:24])([CH2:17][CH3:18])[O:14]1)=[O:15]. Reported procedure: The substantially same method as described in Example 263 was conducted, except that (2S,3R)-methyl-2,3-dihydroxy-4-phenylbutanoate (Preparation example 269) was used instead of (2,3-dihydroxy-4-phenylbutanoate (Preparation example 260), to obtain the title compound (1.5 g, 50˜75%) Reactants: COC(C=C1CC(C1)NC(=O)OC(C)(C)C)=O ((3-tert-Butoxycarbonylamino-cyclobutylidene)-acetic acid methyl ester). The reagents and catalysts are [Pd] (Pd/C). Solvent: CO (methanol). Conditions: time 8 hour. Product: COC(CC1CC(C1)NC(=O)OC(C)(C)C)=O ((3-tert-Butoxycarbonylamino-cyclobutyl)-acetic acid methyl ester). Yield: 99.2%. As a reaction SMILES: [CH3:1][O:2][C:3](=[O:17])[CH:4]=[C:5]1[CH2:8][CH:7]([NH:9][C:10]([O:12][C:13]([CH3:16])([CH3:15])[CH3:14])=[O:11])[CH2:6]1>CO.[Pd]>[CH3:1][O:2][C:3](=[O:17])[CH2:4][CH:5]1[CH2:6][CH:7]([NH:9][C:10]([O:12][C:13]([CH3:15])([CH3:14])[CH3:16])=[O:11])[CH2:8]1. Procedure details: To a solution of (3-tert-Butoxycarbonylamino-cyclobutylidene)-acetic acid methyl ester (7 g, 29 mmol) in methanol (100 mL) was added Pd/C (5 g) and stirred at room temperature under H2 balloon overnight. After TLC showed the reaction was completed, the mixture was filtered over Celite. The filtrate was concentrated under reduced pressure to give the title compound (7 g, yield 99%) as a white solid, which was used for the next step directly without further purification. Reactants: FC1=C(C=CC=C1)S(=O)(=O)Cl (2-fluoro-benzenesulfonyl chloride), NC=1C2=C(N=CN1)N(C=C2C(=O)C2=NC=CC(=C2)N)C(C)C ((4-Amino-7-isopropyl-7H-pyrrolo[2,3-d]pyrimidin-5-yl)-(4-amino-pyridin-2-yl)-methanone), NC=1C2=C(N=CN1)N(C=C2C(=O)C2=CC(=NC=C2)NS(=O)(=O)C2=C(C=CC=C2)F)C(C)C (N-[4-(4-Amino-7-isopropyl-7H-pyrrolo[2,3-d]pyrimidine-5-carbonyl)-pyridin-2-yl]-2-fluoro-benzenesulfonamide). Product: NC=1C2=C(N=CN1)N(C=C2C(=O)C2=NC=CC(=C2)NS(=O)(=O)C2=C(C=CC=C2)F)C(C)C (N-[2-(4-Amino-7-isopropyl-7H-pyrrolo[2,3-d]pyrimidine-5-carbonyl)-pyridin-4-yl]-2-fluoro-benzenesulfonamide). As a reaction SMILES: [F:1][C:2]1[CH:7]=[CH:6][CH:5]=[CH:4][C:3]=1[S:8](Cl)(=[O:10])=[O:9].[NH2:12][C:13]1[C:14]2[C:21]([C:22]([C:24]3[CH:29]=[C:28]([NH2:30])[CH:27]=[CH:26][N:25]=3)=[O:23])=[CH:20][N:19]([CH:31]([CH3:33])[CH3:32])[C:15]=2[N:16]=[CH:17][N:18]=1.NC1C2C(C(C3C=CN=C(NS(C4C=CC=CC=4F)(=O)=O)C=3)=O)=CN(C(C)C)C=2N=CN=1>>[NH2:12][C:13]1[C:14]2[C:21]([C:22]([C:24]3[CH:29]=[C:28]([NH:30][S:8]([C:3]4[CH:4]=[CH:5][CH:6]=[CH:7][C:2]=4[F:1])(=[O:10])=[O:9])[CH:27]=[CH:26][N:25]=3)=[O:23])=[CH:20][N:19]([CH:31]([CH3:33])[CH3:32])[C:15]=2[N:16]=[CH:17][N:18]=1. Procedure details: The title compound was prepared from 2-fluoro-benzenesulfonyl chloride (0.53 mL, 0.41 mmol) and (4-Amino-7-isopropyl-7H-pyrrolo[2,3-d]pyrimidin-5-yl)-(4-amino-pyridin-2-yl)-methanone (0.10 g, 0.34 mmol) by procedures analogous to those described for the preparation of N-[4-(4-Amino-7-isopropyl-7H-pyrrolo[2,3-d]pyrimidine-5-carbonyl)-pyridin-2-yl]-2-fluoro-benzenesulfonamide. MS: 455.3 (MH+); HPLC Rf: 2.4 min. (HPLC method 2).